From a dataset of the Open Reaction Database (ORD), a public repository of structured organic reaction records. describe an organic reaction: reactants, conditions, products, and yield The reactants are CO, CCOC(=O)c1c(-c2c(Cl)cncc2Cl)noc1C1CC1, Cl, [Na+], C1CCOC1, [OH-]. Product: O=C(O)c1c(-c2c(Cl)cncc2Cl)noc1C1CC1. RXN SMILES: [CH3:30][OH:31].[CH:1]1([c:4]2[c:5]([C:17](=[O:18])[O:19][CH2:20][CH3:21])[c:6](-[c:9]3[c:10]([Cl:16])[cH:11][n:12][cH:13][c:14]3[Cl:15])[n:7][o:8]2)[CH2:2][CH2:3]1.[ClH:29].[Na+:28].[O:22]1[CH2:23][CH2:24][CH2:25][CH2:26]1.[OH-:27]>>[CH:1]1([c:4]2[c:5]([C:17](=[O:18])[OH:19])[c:6](-[c:9]3[c:10]([Cl:16])[cH:11][n:12][cH:13][c:14]3[Cl:15])[n:7][o:8]2)[CH2:2][CH2:3]1. The reactants are 4A, CN1CCOCC1 (N-methylmorpholine), ClC1=CC(=C(C=C1)CO)OC ((4-chloro-2-methoxyphenyl)methanol). Reagents/catalysts: [Ru](=O)(=O)(=O)[O-].C(CC)[N+](CCC)(CCC)CCC (tetra-n-propylammonium perruthenate). Solvent: C(Cl)Cl (methylene chloride). Run at time 2.5 hour. The product is ClC1=CC(=C(C=C1)C=O)OC (4-Chloro-1-formyl-2-methoxybenzene). RXN SMILES: [Cl:1][C:2]1[CH:7]=[CH:6][C:5]([CH2:8][OH:9])=[C:4]([O:10][CH3:11])[CH:3]=1.CN1CCOCC1>C(Cl)Cl.[Ru]([O-])(=O)(=O)=O.C([N+](CCC)(CCC)CCC)CC>[Cl:1][C:2]1[CH:7]=[CH:6][C:5]([CH:8]=[O:9])=[C:4]([O:10][CH3:11])[CH:3]=1 |f:3.4|. Procedure details: In methylene chloride (80 ml) was dissolved (4-chloro-2-methoxyphenyl)methanol (3.69 g). Under ice cooling, molecular sieve 4A (4.57 g), N-methylmorpholine (2.81 g) and tetra-n-propylammonium perruthenate (420 mg) were added to the resulting solution, followed by stirring at room temperature for 2.5 hours. The reaction mixture was distilled under reduced pressure. The residue was subjected to chromatography on a silica gel column (hexane:ethyl acetate=9:1), whereby the title compound (3.07 g) wa... Reactants: Br, CCN=C=NCCCN(C)C, CN1CCN(c2nc(-c3ccc(C(=O)O)cc3)cs2)CC1, CN(C)C=O, CCN(C(C)C)C(C)C, Cl, On1nnc2ccccc21, NC1(C(=O)OCc2ccccc2)CCCCC1. Yields the product CN1CCN(c2nc(-c3ccc(C(=O)NC4(C(=O)OCc5ccccc5)CCCCC4)cc3)cs2)CC1. RXN SMILES: [BrH:13].[CH2:2]([N:3]=[C:4]=[N:5][CH2:6][CH2:7][CH2:8][N:9]([CH3:10])[CH3:11])[CH3:12].[CH3:14][N:15]1[CH2:16][CH2:17][N:18]([c:21]2[s:22][cH:23][c:24](-[c:26]3[cH:27][cH:28][c:29]([C:30](=[O:31])[OH:32])[cH:33][cH:34]3)[n:25]2)[CH2:19][CH2:20]1.[CH3:71][N:72]([CH3:73])[CH:74]=[O:75].[CH:62]([N:63]([CH2:64][CH3:65])[CH:66]([CH3:67])[CH3:68])([CH3:69])[CH3:70].[ClH:1].[OH:35][n:36]1[c:37]2[cH:38][cH:39][cH:40][cH:41][c:42]2[n:43][n:44]1.[c:45]1([CH2:51][O:52][C:53](=[O:54])[C:55]2([NH2:61])[CH2:56][CH2:57][CH2:58][CH2:59][CH2:60]2)[cH:46][cH:47][cH:48][cH:49][cH:50]1>>[CH3:14][N:15]1[CH2:16][CH2:17][N:18]([c:21]2[s:22][cH:23][c:24](-[c:26]3[cH:27][cH:28][c:29]([C:30](=[O:31])[NH:61][C:55]4([C:53]([O:52][CH2:51][c:45]5[cH:46][cH:47][cH:48][cH:49][cH:50]5)=[O:54])[CH2:56][CH2:57][CH2:58][CH2:59][CH2:60]4)[cH:33][cH:34]3)[n:25]2)[CH2:19][CH2:20]1.